describe an organic reaction: reactants, conditions, products, and yield From a dataset of the Open Reaction Database (ORD), a public repository of structured organic reaction records. Reactants: CC(=O)Oc1ccc(C(=O)c2ccc(CBr)cc2)cc1, Cc1csc2nc(S)n(C)c(=O)c12, CCO, O. The product is CC(=O)Oc1ccc(C(=O)c2ccc(CSc3nc4scc(C)c4c(=O)n3C)cc2)cc1. Reaction SMILES: [C:14]([CH3:15])(=[O:16])[O:17][c:18]1[cH:19][cH:20][c:21]([C:22](=[O:23])[c:24]2[cH:25][cH:26][c:27]([CH2:28][Br:29])[cH:30][cH:31]2)[cH:32][cH:33]1.[CH3:1][n:2]1[c:3]([SH:13])[n:4][c:5]2[c:6]([c:7]1=[O:8])[c:9]([CH3:12])[cH:10][s:11]2.[CH3:34][CH2:35][OH:36].[OH2:37]>>[CH3:1][n:2]1[c:3]([S:13][CH2:28][c:27]2[cH:26][cH:25][c:24]([C:22]([c:21]3[cH:20][cH:19][c:18]([O:17][C:14]([CH3:15])=[O:16])[cH:33][cH:32]3)=[O:23])[cH:31][cH:30]2)[n:4][c:5]2[c:6]([c:7]1=[O:8])[c:9]([CH3:12])[cH:10][s:11]2. The reactants are CS(=O)C (dimethyl sulfoxide), C(C1=CC=CC=C1)N1CC(CC2=CC=CC=C12)C(C)O (1-benzyl-3(R,S)-(1-hydroxyethyl)-1,2,3,4-tetrahydroquinoline), S(=O)(=O)(O)[O-].[K+] (potassium hydrogen sulfate), C(C(=O)Cl)(=O)Cl (oxalyl chloride). The solvent is C(Cl)Cl (methylene chloride), C(C)N(CC)CC (triethylamine), C(Cl)Cl (methylene chloride). Run at temperature -65 celsius, time 3 hour. The product is C(C1=CC=CC=C1)N1CC(CC2=CC=CC=C12)C(C)=O (1-Benzyl-3(R,S)-acetyl-1,2,3,4-tetrahydroquinoline). Reaction SMILES: C(Cl)(=O)C(Cl)=O.CS(C)=O.[CH2:11]([N:18]1[C:27]2[C:22](=[CH:23][CH:24]=[CH:25][CH:26]=2)[CH2:21][CH:20]([CH:28]([OH:30])[CH3:29])[CH2:19]1)[C:12]1[CH:17]=[CH:16][CH:15]=[CH:14][CH:13]=1.S([O-])(O)(=O)=O.[K+]>C(Cl)Cl.C(N(CC)CC)C>[CH2:11]([N:18]1[C:27]2[C:22](=[CH:23][CH:24]=[CH:25][CH:26]=2)[CH2:21][CH:20]([C:28](=[O:30])[CH3:29])[CH2:19]1)[C:12]1[CH:13]=[CH:14][CH:15]=[CH:16][CH:17]=1 |f:3.4|. Procedure: 0.78 ml of oxalyl chloride is dissolved in 15 ml of methylene chloride and the solution is cooled to -65° C. First 0.85 ml of dimethyl sulfoxide and then a solution 1.6 g of 1-benzyl-3(R,S)-(1-hydroxyethyl)-1,2,3,4-tetrahydroquinoline and 3.3 ml of triethylamine in 25 ml of methylene chloride are added dropwise at this temperature. After 3 h, 10 ml of a 20% potassium hydrogen sulfate solution are added. The crude product is extracted with methylene chloride and purified by means of FC over 500 g... Starting materials: CC(C)(C)OC(=O)N1CCCC1CNc1ccc(Cc2ccccc2)cc1, Cl, C1COCCO1. The product is c1ccc(Cc2ccc(NCC3CCCN3)cc2)cc1. Reaction SMILES: [C:1]([O:2][C:3](=[O:4])[N:8]1[CH:9]([CH2:13][NH:14][c:15]2[cH:16][cH:17][c:18]([CH2:21][c:22]3[cH:23][cH:24][cH:25][cH:26][cH:27]3)[cH:19][cH:20]2)[CH2:10][CH2:11][CH2:12]1)([CH3:5])([CH3:6])[CH3:7].[ClH:28].[O:29]1[CH2:30][CH2:31][O:32][CH2:33][CH2:34]1>>[NH:8]1[CH:9]([CH2:13][NH:14][c:15]2[cH:16][cH:17][c:18]([CH2:21][c:22]3[cH:23][cH:24][cH:25][cH:26][cH:27]3)[cH:19][cH:20]2)[CH2:10][CH2:11][CH2:12]1. The reactants are CN1C(CC(CC1(C)C)O)(C)C (1,2,2,6,6,-pentamethylpiperidin-4-ol), S(=O)(=O)(C1=CC=C(C)C=C1)OCCOC1=CC=CC=C1 (2-phenoxyethanol tosylate). Run in [Na] (sodium). Yields the product O(C1=CC=CC=C1)CCOC1CC(N(C(C1)(C)C)C)(C)C (4-(2'-phenoxyethoxy)-1,2,2,6,6-pentamethylpiperidine). RXN SMILES: [CH3:1][N:2]1[C:7]([CH3:9])([CH3:8])[CH2:6][CH:5]([OH:10])[CH2:4][C:3]1([CH3:12])[CH3:11].S(O[CH2:24][CH2:25][O:26][C:27]1[CH:32]=[CH:31][CH:30]=[CH:29][CH:28]=1)(C1C=CC(C)=CC=1)(=O)=O>[Na]>[O:26]([CH2:25][CH2:24][O:10][CH:5]1[CH2:6][C:7]([CH3:8])([CH3:9])[N:2]([CH3:1])[C:3]([CH3:12])([CH3:11])[CH2:4]1)[C:27]1[CH:32]=[CH:31][CH:30]=[CH:29][CH:28]=1 |^1:32|. Procedure: 30 parts of 1,2,2,6,6,-pentamethylpiperidin-4-ol were dissolved in 250 parts of sodium added. The solution was heated overnight at reflux temperature and then cooled. 38 parts of 2-phenoxyethanol tosylate were added dropwise and the solution heated at reflux for 5 hours. On cooling the precipitate was filtered off and the filtrate evaporated in vacuo Treatment of the residue with dilute hydrochloric acid and then basification with dilute sodium hydroxide to a pH 10 was followed by extraction wit... The reactants are CC(C)(C)[Si](C)(C)OC1CN(c2ccnc(S(C)(=O)=O)n2)c2nc(-c3ccccc3)cc(=O)n2C1, CCOC(C)=O, C1COCCO1, CC(N)c1ccccc1. Product: CC(Nc1nccc(N2CC(O[Si](C)(C)C(C)(C)C)Cn3c2nc(-c2ccccc2)cc3=O)n1)c1ccccc1. As a reaction SMILES: [C:1]([CH3:2])([CH3:3])([CH3:4])[Si:5]([O:6][CH:7]1[CH2:8][N:9]([c:24]2[n:25][c:26]([S:30]([CH3:31])(=[O:32])=[O:33])[n:27][cH:28][cH:29]2)[c:10]2[n:11]([c:12](=[O:22])[cH:13][c:14](-[c:16]3[cH:17][cH:18][cH:19][cH:20][cH:21]3)[n:15]2)[CH2:23]1)([CH3:34])[CH3:35].[CH3:51][CH2:52][O:53][C:54]([CH3:55])=[O:56].[O:45]1[CH2:46][CH2:47][O:48][CH2:49][CH2:50]1.[c:36]1([CH:42]([CH3:43])[NH2:44])[cH:37][cH:38][cH:39][cH:40][cH:41]1>>[C:1]([CH3:2])([CH3:3])([CH3:4])[Si:5]([O:6][CH:7]1[CH2:8][N:9]([c:24]2[n:25][c:26]([NH:44][CH:42]([c:36]3[cH:37][cH:38][cH:39][cH:40][cH:41]3)[CH3:43])[n:27][cH:28][cH:29]2)[c:10]2[n:11]([c:12](=[O:22])[cH:13][c:14](-[c:16]3[cH:17][cH:18][cH:19][cH:20][cH:21]3)[n:15]2)[CH2:23]1)([CH3:34])[CH3:35]. The reactants are NCC1=CC(=NC(=N1)SC)OC (6-aminomethyl-4-methoxy-2-methylthiopyrimidine), C(C)(=O)O (acetic acid). Run in [OH-].[Na+] (sodium hydroxide). Yields the product C(C)(=O)NCC1=CC(=NC(=N1)SC)OC (6-acetylaminomethyl-4-methoxy-2-methylthiopyrimidine). Reaction SMILES: [NH2:1][CH2:2][C:3]1[N:8]=[C:7]([S:9][CH3:10])[N:6]=[C:5]([O:11][CH3:12])[CH:4]=1.[C:13](O)(=[O:15])[CH3:14]>[OH-].[Na+]>[C:13]([NH:1][CH2:2][C:3]1[N:8]=[C:7]([S:9][CH3:10])[N:6]=[C:5]([O:11][CH3:12])[CH:4]=1)(=[O:15])[CH3:14] |f:2.3|. Reported procedure: A mixture of 3.05 g (16.5 mmole) of 6-aminomethyl-4-methoxy-2-methylthiopyrimidine (from Example 4) and 50 ml of glacial acetic acid was heated at reflux for 16 hours, and was then evaporated. The residue obtained was dissolved in 20 ml of five percent aqueous sodium hydroxide solution and extracted with four 30 ml portions of chloroform. The combined extracts were washed twice with 30 ml portions of water and then with 30 ml of saturated aqueous sodium chloride solution. The combined extracts w...